Dataset: the Open Reaction Database (ORD), a public repository of structured organic reaction records. Task: describe an organic reaction: reactants, conditions, products, and yield The reactants are Cl.ClC1=CC=C2C(=NC=NC2=C1)N(N=CC)C1=CC=C(C=C1)OC (acetaldehyde N1 -(7-chloroquinazolin-4-yl)p-methoxyphenylhydrazone hydrochloride), OCCCC(C)=O (5-hydroxy-pentane-2-one). Run in C(C)O (ethanol). Product: ClC1=CC=C2C(=NC=NC2=C1)N1C(=C(C2=CC(=CC=C12)OC)CCO)C (1-(7-chloroquinazolin-4-yl)-3-(2-hydroxyethyl)-5-methoxy-2-methylindole). As a reaction SMILES: Cl.[Cl:2][C:3]1[CH:12]=[C:11]2[C:6]([C:7]([N:13]([C:17]3[CH:22]=[CH:21][C:20]([O:23][CH3:24])=[CH:19][CH:18]=3)N=CC)=[N:8][CH:9]=[N:10]2)=[CH:5][CH:4]=1.[OH:25][CH2:26][CH2:27][CH2:28][C:29](=O)[CH3:30]>C(O)C>[Cl:2][C:3]1[CH:12]=[C:11]2[C:6]([C:7]([N:13]3[C:17]4[C:22](=[CH:21][C:20]([O:23][CH3:24])=[CH:19][CH:18]=4)[C:28]([CH2:27][CH2:26][OH:25])=[C:29]3[CH3:30])=[N:8][CH:9]=[N:10]2)=[CH:5][CH:4]=1 |f:0.1|. Procedure: A solution of acetaldehyde N1 -(7-chloroquinazolin-4-yl)p-methoxyphenylhydrazone hydrochloride (3.2g.) and 5-hydroxy-pentane-2-one (1.1g.) in ethanol (60ml.) was refluxed for 18 hours. The mixture was cooled and filtered and the filtrate evaporated in vacuo. The residue was chromatographed on silica gel (100g.) using, as eluant, petroleum ether (b.p. 40° -60° C.) containing an increasing proportion of ether (polarity increased by incremental addition of 10% v/v ether) to give 1-(7-chloroquinazol... The reactants are Cc1ccccc1, OCc1nc(-c2ccc(C(F)(F)F)cc2)cs1, O, BrP(Br)Br. Product: FC(F)(F)c1ccc(-c2csc(CBr)n2)cc1. As a reaction SMILES: [CH3:23][c:24]1[cH:25][cH:26][cH:27][cH:28][cH:29]1.[F:1][C:2]([c:3]1[cH:4][cH:5][c:6](-[c:9]2[n:10][c:11]([CH2:14][OH:15])[s:12][cH:13]2)[cH:7][cH:8]1)([F:16])[F:17].[OH2:22].[P:18]([Br:19])([Br:20])[Br:21]>>[F:1][C:2]([c:3]1[cH:4][cH:5][c:6](-[c:9]2[n:10][c:11]([CH2:14][Br:19])[s:12][cH:13]2)[cH:7][cH:8]1)([F:16])[F:17].